Dataset: the Open Reaction Database (ORD), a public repository of structured organic reaction records. Task: describe an organic reaction: reactants, conditions, products, and yield Reactants: OS(=O)(=O)[O-].[K+] (KHSO4), C(C)(C)(C)OC(=O)N([C@H](C(=O)N[C@H](C(=O)N1[C@@H](CC=2C1=NC=CC2)C(=O)OCC)C2CCOCC2)C)C ((S)-ethyl 1-((S)-2-((S)-2-(tert-butoxycarbonyl(methyl)amino)propanamido)-2-(tetrahydro-2H-pyran-4-yl)acetyl)-2,3-dihydro-1H-pyrrolo[2,3-b]pyridine-2-carboxylate), C1CCOC1 (THF), [Li+].[OH-] (LiOH). The solvent is C(C)O (ethanol). Reaction conditions: time 1 hour. Product: C(C)(C)(C)OC(=O)N([C@H](C(=O)N[C@H](C(=O)N1[C@@H](CC=2C1=NC=CC2)C(=O)O)C2CCOCC2)C)C ((S)-1-((S)-2-((S)-2-(tert-butoxycarbonyl(methyl)amino)propanamido)-2-(tetrahydro-2H-pyran-4-yl)acetyl)-2,3-dihydro-1H-pyrrolo[2,3-b]pyridine-2-carboxylic acid). Isolated yield 75.8%. Reaction SMILES: [C:1]([O:5][C:6]([N:8]([CH3:37])[C@@H:9]([CH3:36])[C:10]([NH:12][C@@H:13]([CH:30]1[CH2:35][CH2:34][O:33][CH2:32][CH2:31]1)[C:14]([N:16]1[C:20]2=[N:21][CH:22]=[CH:23][CH:24]=[C:19]2[CH2:18][C@H:17]1[C:25]([O:27]CC)=[O:26])=[O:15])=[O:11])=[O:7])([CH3:4])([CH3:3])[CH3:2].C1COCC1.[Li+].[OH-].OS([O-])(=O)=O.[K+]>C(O)C>[C:1]([O:5][C:6]([N:8]([CH3:37])[C@@H:9]([CH3:36])[C:10]([NH:12][C@@H:13]([CH:30]1[CH2:35][CH2:34][O:33][CH2:32][CH2:31]1)[C:14]([N:16]1[C:20]2=[N:21][CH:22]=[CH:23][CH:24]=[C:19]2[CH2:18][C@H:17]1[C:25]([OH:27])=[O:26])=[O:15])=[O:11])=[O:7])([CH3:4])([CH3:3])[CH3:2] |f:2.3,4.5|. Reported procedure: In a 100 mL round-bottomed flask, (S)-ethyl 1-((S)-2-((S)-2-(tert-butoxycarbonyl(methyl)amino)propanamido)-2-(tetrahydro-2H-pyran-4-yl)acetyl)-2,3-dihydro-1H-pyrrolo[2,3-b]pyridine-2-carboxylate (188 mg, 363 μmol, Eq: 1.00) was combined with THF (3 mL) and ethanol (1 mL) to give a colorless solution. Aqueous 1 M LiOH (1.1 mL, 1.1 mmol, Eq: 3) was added and the reaction was stirred at rt for 1 h. Aqueous 0.1 M KHSO4 (10 mL) was added and the resulting mixture was extracted with EtOAc. The combine... Starting materials: [Ca] (Calcium), C1(=CC=CC2=CC=CC=C12)[C@@H](C)N[C@@H]1CN(CC1)C1=NC=CC=N1 ((R)-1-(naphthalen-1-yl)ethyl-[(S)-1-(pyrimidin-2-yl)pyrrolidin-3-yl]amine), solution, Cl (hydrochloric acid). Run in C(C)(=O)OCC (ethyl acetate), C(C)(=O)OCC (ethyl acetate). The product is Cl.Cl.C1(=CC=CC2=CC=CC=C12)[C@@H](C)N[C@@H]1CN(CC1)C1=NC=CC=N1 ((R)-1-(naphthalen-1-yl)ethyl-[(S)-1-(pyrimidin-2-yl)pyrrolidin-3-yl]amine dihydrochloride). As a reaction SMILES: [Ca].[C:2]1([C@H:12]([NH:14][C@H:15]2[CH2:19][CH2:18][N:17]([C:20]3[N:25]=[CH:24][CH:23]=[CH:22][N:21]=3)[CH2:16]2)[CH3:13])[C:11]2[C:6](=[CH:7][CH:8]=[CH:9][CH:10]=2)[CH:5]=[CH:4][CH:3]=1.[ClH:26]>C(OCC)(=O)C>[ClH:26].[ClH:26].[C:2]1([C@H:12]([NH:14][C@H:15]2[CH2:19][CH2:18][N:17]([C:20]3[N:21]=[CH:22][CH:23]=[CH:24][N:25]=3)[CH2:16]2)[CH3:13])[C:11]2[C:6](=[CH:7][CH:8]=[CH:9][CH:10]=2)[CH:5]=[CH:4][CH:3]=1 |f:4.5.6|. Procedure: To a suspension of 156.6 mg of (S)-3-[(R)-1-(naphthalen-1-yl)ethylamino]pyrrolidine dihydrochloride in 5 ml of dioxane were added 87.4 mg of 2-bromopyrimidine and 207 mg of diisopropylethylamine, and the mixture was stirred under reflux for 16 hours. The reaction mixture was evaporated, and to the residue were added a saturated aqueous sodium bicarbonate solution and chloroform, the mixture was stirred and the liquids were separated. The organic layer was dried, the solvent was evaporated, and t... Starting materials: COC(CC1=CC(=C(C=C1)Cl)Cl)=O ((3,4-dichloro-phenyl)-acetic acid methyl ester), BrCC(=O)OC(C)(C)C (tert-butyl bromoacetate), hexanes, C(C)(C)NC(C)C (diisopropylamine). Run in O1CCCC1 (tetrahydrofuran), O1CCCC1 (tetrahydrofuran). Conditions: temperature 0 celsius, time 20 minute. Product: COC(C(CC(=O)OC(C)(C)C)C1=CC(=C(C=C1)Cl)Cl)=O ((3,4-Dichloro-phenyl)-succinic acid 4-tert-butyl ester 1-methyl ester). The yield is 92.0%. RXN SMILES: C(NC(C)C)(C)C.[CH3:8][O:9][C:10](=[O:20])[CH2:11][C:12]1[CH:17]=[CH:16][C:15]([Cl:18])=[C:14]([Cl:19])[CH:13]=1.Br[CH2:22][C:23]([O:25][C:26]([CH3:29])([CH3:28])[CH3:27])=[O:24]>O1CCCC1>[CH3:8][O:9][C:10](=[O:20])[CH:11]([C:12]1[CH:17]=[CH:16][C:15]([Cl:18])=[C:14]([Cl:19])[CH:13]=1)[CH2:22][C:23]([O:25][C:26]([CH3:29])([CH3:28])[CH3:27])=[O:24]. Procedure: 2.5M nButyllithium in hexanes (37.5 ml, 0.094 mol) was added, in a dropwise fashion, to a solution of diisopropylamine (14.45 ml, 0.103 mol) in tetrahydrofuran (300 ml) at 0° C. The solution was stirred at 0° C. for 20 minutes. The mixture was then cooled to −70° C. and a solution of (3,4-dichloro-phenyl)-acetic acid methyl ester (20.54 g, 0.094 mol) in tetrahydrofuran (50 ml) was added dropwise via cannula. The reaction mixture was stirred at −70° C. for 30 minutes. After this time, tert-butyl ...